This data is from the Open Reaction Database (ORD), a public repository of structured organic reaction records. The task is: describe an organic reaction: reactants, conditions, products, and yield Starting materials: FC=1C=C(C=CC1C(F)(F)F)C(CC(C(F)(F)F)=O)=O (1-(3-fluoro-4-trifluoromethyl-phenyl)-4,4,4-trifluoro-butane-1,3-dione), 3-fluoro-4-trifluoromethyl-acetophenone, NC1=NNC=C1C1=CC(=NC(=C1)C)C (3-amino-4-(2,6-dimethyl-4-pyridinyl)-pyrazole). The product is FC=1C=C(C=CC1C(F)(F)F)C1=NC=2N(C(=C1)C(F)(F)F)N=CC2C2=CC(=NC(=C2)C)C (5-(3-Fluoro-4-trifluoromethyl-phenyl)-3-(2,6-dimethyl-pyridin-4-yl)-7-trifluoromethyl-pyrazolo[1,5-a]pyrimidine). The yield is 20.2%. As a reaction SMILES: [F:1][C:2]1[CH:3]=[C:4]([C:12](=O)[CH2:13][C:14](=O)[C:15]([F:18])([F:17])[F:16])[CH:5]=[CH:6][C:7]=1[C:8]([F:11])([F:10])[F:9].[NH2:21][C:22]1[C:26]([C:27]2[CH:32]=[C:31]([CH3:33])[N:30]=[C:29]([CH3:34])[CH:28]=2)=[CH:25][NH:24][N:23]=1>>[F:1][C:2]1[CH:3]=[C:4]([C:12]2[CH:13]=[C:14]([C:15]([F:18])([F:17])[F:16])[N:23]3[N:24]=[CH:25][C:26]([C:27]4[CH:32]=[C:31]([CH3:33])[N:30]=[C:29]([CH3:34])[CH:28]=4)=[C:22]3[N:21]=2)[CH:5]=[CH:6][C:7]=1[C:8]([F:11])([F:10])[F:9]. Reported procedure: Reaction of 1-(3-fluoro-4-trifluoromethyl-phenyl)-4,4,4-trifluoro-butane-1,3-dione (151 mg, 0.5 mmol), prepared from commercially available 3-fluoro-4-trifluoromethyl-acetophenone according to general procedure A, and 3-amino-4-(2,6-dimethyl-4-pyridinyl)-pyrazole [prepared from 4-cyanomethyl-2,6-dimethyl-pyridine, CAS No. 130138-46-4, see part synthesis of amino-pyrazole derivatives] (94 mg, 0.5 mmol) according to general procedure B yielded the title compound as a yellow solid (46 mg, 20%). MS ... Product: O=C(NC1=C(F)C(F)=C(C(F)=C1F)C(F)(F)F)C2=CC(=CC=C2B3OC(C)(C)C(O3)(C)C)C. Run in N#CC. The reagents and catalysts are [Na].O=S(=O)(O)C1=CC=C(C=C1)C, O1B(OC(C)(C)C1(C)C)B2OC(C)(C)C(O2)(C)C, O=C(C=CC1=CC=C(C=C1)C(F)(F)F)C=CC2=CC=C(C=C2)C(F)(F)F, [K].O=S(=O)(O)OOS(=O)(=O)O, [Pd].O=C(O)C. Starting materials: O=C(NC1=C(F)C(F)=C(C(F)=C1F)C(F)(F)F)C2=CC=CC(=C2)C. The yield is 82.0%. Conditions: temperature 80 celsius, time 24 hour. The reactants are [H-].[Al+3].[Li+].[H-].[H-].[H-] (lithium aluminum hydride), C(C)OC(CCC1=CC(=CC=C1)CCC(=O)OCC)=O (3-[3-(2-Ethoxycarbonylethyl)phenyl]propionic acid Ethyl Ester). Solvent: C1CCOC1 (THF), C1CCOC1 (THF). Product: OCCCC=1C=C(C=CC1)CCCO (3-[3-(3-Hydroxypropyl)phenyl]propan-1-ol). Isolated yield 80.9%. As a reaction SMILES: [H-].[Al+3].[Li+].[H-].[H-].[H-].C([O:9][C:10](=O)[CH2:11][CH2:12][C:13]1[CH:18]=[CH:17][CH:16]=[C:15]([CH2:19][CH2:20][C:21](OCC)=[O:22])[CH:14]=1)C>C1COCC1>[OH:9][CH2:10][CH2:11][CH2:12][C:13]1[CH:14]=[C:15]([CH2:19][CH2:20][CH2:21][OH:22])[CH:16]=[CH:17][CH:18]=1 |f:0.1.2.3.4.5|. Reported procedure: A stirred solution of lithium aluminum hydride (1.63 g, 42 mmol) in THF (50 mL) was cooled to 0° C. and the intermediate from Step B (6.0 g, 21 mmol) in THF (50 mL) was added dropwise. After the addition was complete, the reaction mixture was warmed to ambient temperature over 30 minutes. The reaction was quenched by slowly adding 1N HCl (200 mL) and then DCM (400 mL) was added. The organic layer was removed and the aqueous layer was washed with DCM (4×100 mL). The combined organic layers were w... The reactants are CO, Cl, CC(=O)SC1CC(C(=O)N(C)C)N(C(=O)OCc2ccc([N+](=O)[O-])cc2)C1, [Na+], [OH-]. Product: CN(C)C(=O)C1CC(S)CN1C(=O)OCc1ccc([N+](=O)[O-])cc1. Reaction SMILES: [CH3:31][OH:32].[ClH:30].[N+:1](=[O:2])([O-:3])[c:4]1[cH:5][cH:6][c:7]([CH2:8][O:9][C:10](=[O:11])[N:12]2[CH:13]([C:21]([N:22]([CH3:23])[CH3:24])=[O:25])[CH2:14][CH:15]([S:17][C:18](=[O:19])[CH3:20])[CH2:16]2)[cH:26][cH:27]1.[Na+:29].[OH-:28]>>[N+:1](=[O:2])([O-:3])[c:4]1[cH:5][cH:6][c:7]([CH2:8][O:9][C:10](=[O:11])[N:12]2[CH:13]([C:21]([N:22]([CH3:23])[CH3:24])=[O:25])[CH2:14][CH:15]([SH:17])[CH2:16]2)[cH:26][cH:27]1. Starting materials: COc1ccc(Br)cc1, CC(C)(C)P, CC(=O)[O-], CC(=O)[O-], COc1ccc2c(c1[N+](=O)[O-])C1CCCCC1CC2=O, CC(C)(C)[O-], [Na+], C1CCOC1, [Pd+2]. Product: COc1ccc(C2C(=O)c3ccc(OC)c([N+](=O)[O-])c3C3CCCCC32)cc1. RXN SMILES: [Br:21][c:22]1[cH:23][cH:24][c:25]([O:28][CH3:29])[cH:26][cH:27]1.[C:30]([PH2:31])([CH3:32])([CH3:33])[CH3:34].[C:41]([O-:42])(=[O:43])[CH3:44].[C:46]([O-:47])(=[O:48])[CH3:49].[CH3:1][O:2][c:3]1[c:4]([N+:18](=[O:19])[O-:20])[c:5]2[c:14]([cH:15][cH:16]1)[C:13](=[O:17])[CH2:12][CH:11]1[CH:6]2[CH2:7][CH2:8][CH2:9][CH2:10]1.[CH3:35][C:36]([CH3:37])([O-:38])[CH3:39].[Na+:40].[O:50]1[CH2:51][CH2:52][CH2:53][CH2:54]1.[Pd+2:45]>>[CH3:1][O:2][c:3]1[c:4]([N+:18](=[O:19])[O-:20])[c:5]2[c:14]([cH:15][cH:16]1)[C:13](=[O:17])[CH:12]([c:22]1[cH:23][cH:24][c:25]([O:28][CH3:29])[cH:26][cH:27]1)[CH:11]1[CH:6]2[CH2:7][CH2:8][CH2:9][CH2:10]1. Run at time 2 hour. Reagents/catalysts: CN(C)C=1C=CN=CC1 (DMAP). Product: C(C)(=O)OC/1C#CCCCCC#C\C1=C/C1=CC=CC2=CC=CC=C12 ((E)-3-Acetoxy-4-(1′-naphthylmethylidene)cyclodeca-1,5-diyne). Reaction SMILES: [C:1]1(/[CH:11]=[C:12]2/[CH:13]([OH:22])[C:14]#[C:15][CH2:16][CH2:17][CH2:18][CH2:19][C:20]#[C:21]/2)[C:10]2[C:5](=[CH:6][CH:7]=[CH:8][CH:9]=2)[CH:4]=[CH:3][CH:2]=1.C1CCC(N=C=NC2CCCCC2)CC1.C[O:39][CH2:40][C:41](O)=O>CN(C1C=CN=CC=1)C.C(Cl)Cl>[C:40]([O:22][CH:13]1[C:14]#[C:15][CH2:16][CH2:17][CH2:18][CH2:19][C:20]#[C:21]/[C:12]/1=[CH:11]\[C:1]1[C:10]2[C:5](=[CH:6][CH:7]=[CH:8][CH:9]=2)[CH:4]=[CH:3][CH:2]=1)(=[O:39])[CH3:41]. Procedure: To a solution of Compound 20b (37 mg, 0.13 mmol), DCC (26.7 mg, 0.13 mmol), and DMAP (31.6 mg, 0.26 mmol) in dry CH2Cl2 (20 mL) cooled in an ice-water bath was added methoxyacetic acid (17.5 mg, 0.19 mmol) followed by stirring at room temperature for 2 hours. The reaction mixture was filtered through a short plug of Celite with rinsing by EtOAc. The filtrate was concentrated under reduced pressure and the residue was purified by flash column chromatography (silica gel, 20 percent EtOAc in hexane... Isolated yield 70.5%. The solvent is C(Cl)Cl (CH2Cl2). The reactants are C1(=CC=CC2=CC=CC=C12)\C=C/1\C(C#CCCCCC#C1)O ((E)-4-(1′-Naphthylmethylidene)cyclodeca-1,5-diyn-3-ol), C1CCC(CC1)N=C=NC2CCCCC2 (DCC), COCC(=O)O (methoxyacetic acid).